Task: describe an organic reaction: reactants, conditions, products, and yield. Dataset: the Open Reaction Database (ORD), a public repository of structured organic reaction records The reactants are C(CCCCCCCCC)O (1-decanol), CCCC(CCCCCC)O (4-decanol). The product is C(CCCCCCCCC)=O (1-decanal), CCCC(CCCCCC)=O (4-decanone). Yield: 3.0%. Reaction SMILES: [CH2:1]([OH:11])[CH2:2][CH2:3][CH2:4][CH2:5][CH2:6][CH2:7][CH2:8][CH2:9][CH3:10].[CH3:12][CH2:13][CH2:14][CH:15]([OH:22])[CH2:16][CH2:17][CH2:18][CH2:19][CH2:20][CH3:21]>>[CH:1](=[O:11])[CH2:2][CH2:3][CH2:4][CH2:5][CH2:6][CH2:7][CH2:8][CH2:9][CH3:10].[CH3:12][CH2:13][CH2:14][C:15](=[O:22])[CH2:16][CH2:17][CH2:18][CH2:19][CH2:20][CH3:21]. Procedure: The procedure of Example 1 was repeated, except that a mixture of 1-decanol (0.5 millimole) and 4-decanol (0.5 millimole) was used instead of 1-decanol, to give 1-decanal (yield 83%), and 4-decanone (yield 3%).